This data is from the Open Reaction Database (ORD), a public repository of structured organic reaction records. The task is: describe an organic reaction: reactants, conditions, products, and yield Reactants: FC1=C(C=CC(=C1)OC)C(C)(C)O (2-(2-fluoro-4-methoxyphenyl)propan-2-ol), C1(=CC=CC=C1)SC1=CC=CC=C1 (diphenyl sulfide), C(=O)(C(F)(F)F)O (TFA). The reagents and catalysts are [Pd] (palladium on carbon). Conditions: time 12 hour. The product is FC1=C(C=CC(=C1)OC)C(C)C (2-Fluoro-1-isopropyl-4-methoxybenzene). RXN SMILES: [F:1][C:2]1[CH:7]=[C:6]([O:8][CH3:9])[CH:5]=[CH:4][C:3]=1[C:10](O)([CH3:12])[CH3:11].C1(SC2C=CC=CC=2)C=CC=CC=1.C(O)(C(F)(F)F)=O>[Pd]>[F:1][C:2]1[CH:7]=[C:6]([O:8][CH3:9])[CH:5]=[CH:4][C:3]=1[CH:10]([CH3:12])[CH3:11]. Procedure: The solution of 2-(2-fluoro-4-methoxyphenyl)propan-2-ol in IPAC (500 ml, 451 mmol) and diphenyl sulfide (0.151 ml, 0.901 mmol) were combined in a hydrogenation shaker. The reaction mixture was purged with nitrogen/vacuum cycles, and 5% palladium on carbon (7.67 g, 1.802 mmol) was added, followed by TFA (17.36 ml, 225 mmol). Hydrogenation was conducted at 60° C. under 50 psig pressures for 12 h. The catalyst was removed by filtration through a 1 inch plug of Solka-Floc® powdered cellulose and rin... As a reaction SMILES: [C:1]([C:5]1[C:14]2[CH:13]=[C:12]([NH:15][C:16]3[CH:26]=[CH:25][C:19]([C:20]([O:22][CH2:23][CH3:24])=[O:21])=[CH:18][CH:17]=3)[C:11]([CH3:27])=[CH:10][C:9]=2[C:8]([CH3:29])([CH3:28])[CH2:7][CH:6]=1)([CH3:4])([CH3:3])[CH3:2].[CH:30](=O)[CH3:31]>>[CH2:30]([N:15]([C:12]1[C:11]([CH3:27])=[CH:10][C:9]2[C:8]([CH3:28])([CH3:29])[CH2:7][CH:6]=[C:5]([C:1]([CH3:4])([CH3:3])[CH3:2])[C:14]=2[CH:13]=1)[C:16]1[CH:17]=[CH:18][C:19]([C:20]([O:22][CH2:23][CH3:24])=[O:21])=[CH:25][CH:26]=1)[CH3:31]. The reactants are C(C)(C)(C)C1=CCC(C=2C=C(C(=CC12)NC1=CC=C(C(=O)OCC)C=C1)C)(C)C (ethyl 4-[(8-tert-butyl-3,5,5-trimethyl-5,6-dihydronaphthalen-2yl)amino]benzoate), C(C)(C)(C)C1=CCC(C=2C=C(C(=CC12)NC1=CC=C(C(=O)OCC)C=C1)C)(C)C (ethyl 4-[(8-tert-butyl-3,5,5-trimethyl-5,6-dihydronaphthalen-2yl)amino]benzoate), C(C)=O (acetaldehyde). Yield: 77.3%. Product: C(C)N(C1=CC=C(C(=O)OCC)C=C1)C1=CC=2C(=CCC(C2C=C1C)(C)C)C(C)(C)C (Ethyl 4-[Ethyl(8-t-butyl-3,5,5-trimethyl-5,6-dihydronaphthalen-2-yl)amino]benzoate). Procedure: Following General Procedure D, ethyl 4-[(8-tert-butyl-3,5,5-trimethyl-5,6-dihydronaphthalen-2yl)amino]benzoate (Compound 18, 0.14 g, 0.37 mmol) was reacted with acetaldehyde (0.40 mL, 7.4 mmol) to give 0.12 g (75%) of the title compound as a light yellow solid.